From a dataset of the Open Reaction Database (ORD), a public repository of structured organic reaction records. describe an organic reaction: reactants, conditions, products, and yield Starting materials: C(C)N(C(=O)C1=CSC=C1)CC (N,N-diethylthiophene-3-carboxamide). The solvent is C1CCOC1 (THF). Reaction conditions: time 2 hour. The product is S1C2=C(C=C1)C(C=1SC=CC1C2=O)=O (4,8-Dihydrobenzo[1,2-b:4,5-b′]dithiophen-4,8-dione), powder. Isolated yield 75.0%. RXN SMILES: C(N(CC)[C:4]([C:6]1[CH:10]=[CH:9][S:8][CH:7]=1)=[O:5])C>C1COCC1>[S:8]1[CH:9]=[CH:10][C:6]2[C:4](=[O:5])[C:7]3[S:8][CH:9]=[CH:10][C:6]=3[C:4](=[O:5])[C:7]1=2. Procedure: N,N-diethylthiophene-3-carboxamide (18.3 g, 0.1 mol) was dissolved in THF (100 mL) in a flame dried flask kept under an inert atmosphere. The reaction flak was placed in an ice bath followed by the dropwise addition of n-BuLi (40.0 mL, 2.5 M BuLi in hexane) over a period of 30 minutes. The reaction mixture was then allowed to warm to room temperature and stirred over a period of 2 hours. The reaction mixture was subsequently slowly poured into ice water (250 mL) and stirred for several hours. Th... The reactants are FC1=CC=C(C=C1)NN (4-fluorophenylhydrazine), BrC=1C=C(C(=O)C(C#N)=CNC2=CC=CC=C2)C=CC1 (2-(3-bromobenzoyl)-3-phenylaminoacrylonitrile). Run in C(C)O (ethanol), CCCCCC (hexane). Reaction conditions: time 4 hour. The product is NC1=C(C=NN1C1=CC=C(C=C1)F)C(C1=CC(=CC=C1)Br)=O (5-amino-4-(3-bromobenzoyl)-1-(4-fluorophenyl)pyrazole). Yield: 87.7%. As a reaction SMILES: [F:1][C:2]1[CH:7]=[CH:6][C:5]([NH:8][NH2:9])=[CH:4][CH:3]=1.[Br:10][C:11]1[CH:12]=[C:13]([CH:27]=[CH:28][CH:29]=1)[C:14]([C:16](=[CH:19]NC1C=CC=CC=1)[C:17]#[N:18])=[O:15]>C(O)C.CCCCCC>[NH2:18][C:17]1[N:8]([C:5]2[CH:6]=[CH:7][C:2]([F:1])=[CH:3][CH:4]=2)[N:9]=[CH:19][C:16]=1[C:14](=[O:15])[C:13]1[CH:27]=[CH:28][CH:29]=[C:11]([Br:10])[CH:12]=1. Procedure: A mixture of 4-fluorophenylhydrazine (4.25 g, 33.7 mmol) and 2-(3-bromobenzoyl)-3-phenylaminoacrylonitrile (10.0 g, 30.7 mmol) in ethanol (100 ml) was heated at reflux under a nitrogen atmosphere. After 4 h, the reaction mixture was cooled to room temperature, diluted with hexane to give 5-amino-4-(3-bromobenzoyl)-1-(4-fluorophenyl)pyrazole (9.7 g) as a solid. Reactants: N1=C(C=CC=C1)C1=NOC(=C1C(F)(F)F)C1=C2C(=NO1)C1=CC=C(C=C1CC2)C=C (3-(3-(pyridin-2-yl)-4-(trifluoromethyl)isoxazol-5-yl)-7-vinyl-4,5-dihydronaphtho[1,2-c]isoxazole), diol, O (water), aqueous solution, C[N+]1(CCOCC1)[O-] (NMO), aqueous solution, I(=O)(=O)(=O)[O-].[Na+] (Sodium periodate). Reagents/catalysts: [Os](=O)(=O)(=O)=O (osmium tetroxide). Run in C(C)(=O)OCC (ethyl acetate). The product is N1=C(C=CC=C1)C1=NOC(=C1C(F)(F)F)C1=C2C(=NO1)C1=CC=C(C=C1CC2)C=O (3-(3-(pyridin-2-yl)-4-(trifluoromethyl)isoxazol-5-yl)-4,5-dihydronaphtho[1,2-c]isoxazole-7-carbaldehyde). The yield is 97.5%. As a reaction SMILES: [N:1]1[CH:6]=[CH:5][CH:4]=[CH:3][C:2]=1[C:7]1[C:11]([C:12]([F:15])([F:14])[F:13])=[C:10]([C:16]2[O:20][N:19]=[C:18]3[C:21]4[C:26]([CH2:27][CH2:28][C:17]=23)=[CH:25][C:24]([CH:29]=C)=[CH:23][CH:22]=4)[O:9][N:8]=1.C[N+]1([O-])CC[O:35]CC1.I([O-])(=O)(=O)=O.[Na+].O>C(OCC)(=O)C.[Os](=O)(=O)(=O)=O>[N:1]1[CH:6]=[CH:5][CH:4]=[CH:3][C:2]=1[C:7]1[C:11]([C:12]([F:15])([F:14])[F:13])=[C:10]([C:16]2[O:20][N:19]=[C:18]3[C:21]4[C:26]([CH2:27][CH2:28][C:17]=23)=[CH:25][C:24]([CH:29]=[O:35])=[CH:23][CH:22]=4)[O:9][N:8]=1 |f:2.3|. Procedure: To a mixture of 3-(3-(pyridin-2-yl)-4-(trifluoromethyl)isoxazol-5-yl)-7-vinyl-4,5-dihydronaphtho[1,2-c]isoxazole (Preparation 63F, 0.098 g, 0.239 mmol) and a 50% aqueous solution of NMO (0.050 mL, 0.239 mmol) at room temperature was added a 4% aqueous solution of osmium tetroxide (0.075 mL, 9.58 μmol). The reaction mixture was stirred at room temperature over the weekend. The intermediate diol had an HPLC ret. time=2.66 min and an LCMS M+1=443.8. Sodium periodate (0.077 g, 0.359 mmol) was added ... The reactants are O=C1CCCCCCCCCCC1, O=C([O-])C=CC(=O)O, CCN(CC)CCCON, Cl, Cl. The product is CCN(CC)CCCON=C1CCCCCCCCCCC1. RXN SMILES: [C:1]1(=[O:13])[CH2:2][CH2:3][CH2:4][CH2:5][CH2:6][CH2:7][CH2:8][CH2:9][CH2:10][CH2:11][CH2:12]1.[C:26]([OH:27])(=[O:28])[CH:29]=[CH:30][C:31]([O-:32])=[O:33].[CH2:16]([CH3:17])[N:18]([CH2:19][CH3:20])[CH2:21][CH2:22][CH2:23][O:24][NH2:25].[ClH:14].[ClH:15]>>[C:1]1(=[N:25][O:24][CH2:23][CH2:22][CH2:21][N:18]([CH2:16][CH3:17])[CH2:19][CH3:20])[CH2:2][CH2:3][CH2:4][CH2:5][CH2:6][CH2:7][CH2:8][CH2:9][CH2:10][CH2:11][CH2:12]1. The reactants are S(=O)([O-])S(=O)[O-].[Na+].[Na+] (sodiumhydrosulfite), COC1=C(/C=C/C(C2=CC(=C(C=C2)OC)NC(C2=CC(=CC(=C2)[N+](=O)[O-])[N+](=O)[O-])=O)S(=O)(=O)C(C2=CC(=C(C=C2)OC)NC(C2=CC(=CC(=C2)[N+](=O)[O-])[N+](=O)[O-])=O)\C=C\C2=C(C=C(C=C2OC)OC)OC)C(=CC(=C1)OC)OC ((E)-2,4,6-trimethoxystyryl-3-(3,5-dinitrobenzamido)-4-methoxybenzylsulfone), O (water). Run in O.CC(=O)C (acetone water). Run at temperature 50 celsius, time 30 minute. Yields the product COC1=C(/C=C/C(C2=CC(=C(C=C2)OC)NC(C2=CC(=CC(=C2)N)N)=O)S(=O)(=O)C(C2=CC(=C(C=C2)OC)NC(C2=CC(=CC(=C2)N)N)=O)\C=C\C2=C(C=C(C=C2OC)OC)OC)C(=CC(=C1)OC)OC ((E)-2,4,6-trimethoxystyryl-3-(3,5,diaminobenzamido)-4-methoxybenzylsulfone). As a reaction SMILES: [CH3:1][O:2][C:3]1[CH:75]=[C:74]([O:76][CH3:77])[CH:73]=[C:72]([O:78][CH3:79])[C:4]=1/[CH:5]=[CH:6]/[CH:7]([S:31]([CH:34](/[CH:58]=[CH:59]/[C:60]1[C:65]([O:66][CH3:67])=[CH:64][C:63]([O:68][CH3:69])=[CH:62][C:61]=1[O:70][CH3:71])[C:35]1[CH:40]=[CH:39][C:38]([O:41][CH3:42])=[C:37]([NH:43][C:44](=[O:57])[C:45]2[CH:50]=[C:49]([N+:51]([O-])=O)[CH:48]=[C:47]([N+:54]([O-])=O)[CH:46]=2)[CH:36]=1)(=[O:33])=[O:32])[C:8]1[CH:13]=[CH:12][C:11]([O:14][CH3:15])=[C:10]([NH:16][C:17](=[O:30])[C:18]2[CH:23]=[C:22]([N+:24]([O-])=O)[CH:21]=[C:20]([N+:27]([O-])=O)[CH:19]=2)[CH:9]=1.S(S([O-])=O)([O-])=O.[Na+].[Na+].O>O.CC(C)=O>[CH3:79][O:78][C:72]1[CH:73]=[C:74]([O:76][CH3:77])[CH:75]=[C:3]([O:2][CH3:1])[C:4]=1/[CH:5]=[CH:6]/[CH:7]([S:31]([CH:34](/[CH:58]=[CH:59]/[C:60]1[C:61]([O:70][CH3:71])=[CH:62][C:63]([O:68][CH3:69])=[CH:64][C:65]=1[O:66][CH3:67])[C:35]1[CH:40]=[CH:39][C:38]([O:41][CH3:42])=[C:37]([NH:43][C:44](=[O:57])[C:45]2[CH:50]=[C:49]([NH2:51])[CH:48]=[C:47]([NH2:54])[CH:46]=2)[CH:36]=1)(=[O:32])=[O:33])[C:8]1[CH:13]=[CH:12][C:11]([O:14][CH3:15])=[C:10]([NH:16][C:17](=[O:30])[C:18]2[CH:19]=[C:20]([NH2:27])[CH:21]=[C:22]([NH2:24])[CH:23]=2)[CH:9]=1 |f:1.2.3,5.6|. Procedure: A solution of 2,4,6-trimethoxystyryl-3-(3,5-dinitrobenzamido)-4-methoxybenzylsulfone (example 5) (1.3 mmol) in acetone water (10:5) was heated to 50° C. After 30 min, sodiumhydrosulfite (Na2S2O4) (26.3 mmol) was added slowly, and the mixture was heated at reflux (50° C., 1 h.), cooled to room temperature and water was added. The product was rinsed with NaHCO3, and then isolated by extraction with ethyl acetate. The organic layer was dried over anhydrous Na2SO4. The solvent was removed under redu... The reactants are CCOC(=O)C1CC1C(=O)Sc1ccc(C)cc1, C1CCOC1, O=C(C=Cc1ccccc1)C=Cc1ccccc1, O=C(C=Cc1ccccc1)C=Cc1ccccc1, O=C(C=Cc1ccccc1)C=Cc1ccccc1, ClC(Cl)Cl, [Cu+2], N#Cc1ccc(F)c(B(O)O)c1, O, [Pd], [Pd], c1coc(P(c2ccco2)c2ccco2)c1, O=C([O-])c1cccs1, O=C([O-])c1cccs1. The product is CCOC(=O)C1CC1C(=O)c1cc(C#N)ccc1F. Reaction SMILES: [CH2:13]([CH3:14])[O:15][C:16](=[O:17])[CH:18]1[CH:19]([C:21](=[O:22])[S:23][c:24]2[cH:25][cH:26][c:27]([CH3:28])[cH:29][cH:30]2)[CH2:20]1.[CH2:47]1[O:48][CH2:49][CH2:50][CH2:51]1.[CH:107](=[CH:108][C:109]([CH:110]=[CH:111][c:112]1[cH:113][cH:114][cH:115][cH:116][cH:117]1)=[O:118])[c:119]1[cH:120][cH:121][cH:122][cH:123][cH:124]1.[CH:71](=[CH:72][C:73]([CH:74]=[CH:75][c:76]1[cH:77][cH:78][cH:79][cH:80][cH:81]1)=[O:82])[c:83]1[cH:84][cH:85][cH:86][cH:87][cH:88]1.[CH:89](=[CH:90][C:91]([CH:92]=[CH:93][c:94]1[cH:95][cH:96][cH:97][cH:98][cH:99]1)=[O:100])[c:101]1[cH:102][cH:103][cH:104][cH:105][cH:106]1.[Cl:125][CH:126]([Cl:127])[Cl:128].[Cu+2:60].[F:1][c:2]1[c:3]([B:10]([OH:11])[OH:12])[cH:4][c:5]([C:8]#[N:9])[cH:6][cH:7]1.[OH2:129].[Pd:69].[Pd:70].[o:31]1[cH:32][cH:33][cH:34][c:35]1[P:36]([c:37]1[o:38][cH:39][cH:40][cH:41]1)[c:42]1[o:43][cH:44][cH:45][cH:46]1.[s:52]1[cH:53][cH:54][cH:55][c:56]1[C:57]([O-:58])=[O:59].[s:61]1[cH:62][cH:63][cH:64][c:65]1[C:66]([O-:67])=[O:68]>>[F:1][c:2]1[c:3]([C:21]([CH:19]2[CH:18]([C:16]([O:15][CH2:13][CH3:14])=[O:17])[CH2:20]2)=[O:22])[cH:4][c:5]([C:8]#[N:9])[cH:6][cH:7]1. Reactants: CC12CCC3C(C(C3(C1=O)C)(C)C)C2 (5,7,8,8-tetramethyl-tricyclo[3.3.1.02,7]nonan-6-one), C[Mg]Cl (methyl magnesium chloride). Yields the product CC12CCC3C(C(C3(C1(O)C)C)(C)C)C2 (5,6,7,8,8-Pentamethyl-tricyclo[3.3.1.02,7]nonan-6-ol). Reaction SMILES: [CH3:1][C:2]12[CH2:14][CH:6]3[C:7]([CH3:13])([CH3:12])[C:8]([CH3:11])([C:9]1=[O:10])[CH:5]3[CH2:4][CH2:3]2.[CH3:15][Mg]Cl>>[CH3:1][C:2]12[CH2:14][CH:6]3[C:7]([CH3:13])([CH3:12])[C:8]([CH3:11])([C:9]1([CH3:15])[OH:10])[CH:5]3[CH2:4][CH2:3]2. Reported procedure: Prepared from 5,7,8,8-tetramethyl-tricyclo[3.3.1.02,7]nonan-6-one by reaction with methyl magnesium chloride. The reactants are CC(C)(C)[Si](C)(C)OC1CCNC1, CC1(C)OB(c2ccc(C(=O)O)cc2)OC1(C)C. Product: CC1(C)OB(c2ccc(C(=O)N3CCC(O[Si](C)(C)C(C)(C)C)C3)cc2)OC1(C)C. RXN SMILES: [C:19]([CH3:20])([CH3:21])([CH3:22])[Si:23]([O:24][CH:25]1[CH2:26][NH:27][CH2:28][CH2:29]1)([CH3:30])[CH3:31].[CH3:1][C:2]1([CH3:18])[O:3][B:4]([c:9]2[cH:10][cH:11][c:12]([C:13](=[O:14])[OH:15])[cH:16][cH:17]2)[O:5][C:6]1([CH3:7])[CH3:8]>>[CH3:1][C:2]1([CH3:18])[O:3][B:4]([c:9]2[cH:10][cH:11][c:12]([C:13](=[O:15])[N:27]3[CH2:26][CH:25]([O:24][Si:23]([C:19]([CH3:20])([CH3:21])[CH3:22])([CH3:30])[CH3:31])[CH2:29][CH2:28]3)[cH:16][cH:17]2)[O:5][C:6]1([CH3:7])[CH3:8]. The reactants are ClC1=CC=C(C=C1)N1N=C2C=C(C(=CC2=C1C(=O)NC)C1CC1)N(CCCC=C)S(=O)(=O)C (2-(4-Chlorophenyl)-5-cyclopropyl-N-methyl-6-[(methylsulfonyl) (pent-4-en-1-yl)amino]-2H-indazole-3-carboxamide), O1CC(C1)CCO (2-(oxetan-3-yl)ethanol), CC(C)OC(=O)/N=N/C(=O)OC(C)C (DIAD), C1(=CC=CC=C1)P(C1=CC=CC=C1)C1=CC=CC=C1 (triphenylphosphine), C1(=CC=CC=C1)P(C1=CC=CC=C1)C1=CC=CC=C1 (triphenylphosphine), CC(C)OC(=O)/N=N/C(=O)OC(C)C (DIAD). The solvent is C1CCOC1 (THF), CCOC(=O)C (EtOAc). Product: C1(CC1)C1=CC2=C(N(N=C2C=C1N(CCC1COC1)S(=O)(=O)C)C1=NC=C(C=C1)C)C(=O)NC (5-Cyclopropyl-N-methyl-2-(5-methylpyridin-2-yl)-6-{(methylsulfonyl)[2-(oxetan-3-yl)ethyl]amino}-2H-indazole-3-carboxamide). Yield: 53.8%. RXN SMILES: ClC1[CH:7]=[CH:6][C:5]([N:8]2[C:16]([C:17]([NH:19][CH3:20])=[O:18])=[C:15]3[C:10]([CH:11]=[C:12]([N:24]([S:30]([CH3:33])(=[O:32])=[O:31])[CH2:25][CH2:26]CC=C)[C:13]([CH:21]4[CH2:23][CH2:22]4)=[CH:14]3)=[N:9]2)=CC=1.[O:34]1[CH2:37][CH:36](CCO)[CH2:35]1.[C:41]1(P(C2C=CC=CC=2)C2C=CC=CC=2)[CH:46]=CC=C[CH:42]=1.CC(OC(/[N:66]=N/C(OC(C)C)=O)=O)C>C1COCC1.CCOC(C)=O>[CH:21]1([C:13]2[C:12]([N:24]([S:30]([CH3:33])(=[O:32])=[O:31])[CH2:25][CH2:26][CH:36]3[CH2:35][O:34][CH2:37]3)=[CH:11][C:10]3[C:15](=[C:16]([C:17]([NH:19][CH3:20])=[O:18])[N:8]([C:5]4[CH:6]=[CH:7][C:41]([CH3:46])=[CH:42][N:66]=4)[N:9]=3)[CH:14]=2)[CH2:23][CH2:22]1. Procedure details: To a stirred suspension of 5-cyclopropyl-N-methyl-2-(5-methylpyridin-2-yl)-6-[(methylsulfonyl)amino]-2H-indazole-3-carboxamide (i) (11 mg, 0.03 mmol) and 2-(oxetan-3-yl)ethanol (5.6 mg, 0.06 mmol) in THF (200 μL) was added triphenylphosphine (11 mg, 0.04 mmol) followed by DIAD (8 μL, 0.04 mmol). The suspension dissolved slowly upon stirring. LCMS analysis of the reaction after 2.5 hr showed the presence of starting material and further aliquots of triphenylphosphine (5.0 mg, 0.05 mmol) and DIAD ...